Dataset: the Open Reaction Database (ORD), a public repository of structured organic reaction records. Task: describe an organic reaction: reactants, conditions, products, and yield The reactants are NC=1C(=CC(=C(OC2=C(OCC(=O)OCC)C=CC=C2)C1)Cl)F (ethyl [2-(5-amino-2-chloro-4-fluorophenoxy)phenoxy]acetate), ClC(=O)OC(Cl)(Cl)Cl (trichloromethyl chloroformate). Solvent: C1(=CC=CC=C1)C (toluene). The product is ClC1=CC(=C(C=C1OC1=C(C=CC=C1)OCC(=O)OCC)N=C=O)F (4-chloro-2-fluoro-5-{2-(ethoxycarbonylmethoxy)phenoxy}phenyl isocyanate). Reaction SMILES: [NH2:1][C:2]1[C:3]([F:23])=[CH:4][C:5]([Cl:22])=[C:6]([CH:21]=1)[O:7][C:8]1[CH:20]=[CH:19][CH:18]=[CH:17][C:9]=1[O:10][CH2:11][C:12]([O:14][CH2:15][CH3:16])=[O:13].Cl[C:25](OC(Cl)(Cl)Cl)=[O:26]>C1(C)C=CC=CC=1>[Cl:22][C:5]1[C:6]([O:7][C:8]2[CH:20]=[CH:19][CH:18]=[CH:17][C:9]=2[O:10][CH2:11][C:12]([O:14][CH2:15][CH3:16])=[O:13])=[CH:21][C:2]([N:1]=[C:25]=[O:26])=[C:3]([F:23])[CH:4]=1. Reported procedure: Into a mixture of ethyl [2-(5-amino-2-chloro-4-fluorophenoxy)phenoxy]acetate [Intermediate compound A3-23], trichloromethyl chloroformate and toluene is added dropwise activated carbon, and the mixture is heated under reflux. The reaction solution is filtrated and the solvent is distilled off to obtain 4-chloro-2-fluoro-5-{2-(ethoxycarbonylmethoxy)phenoxy}phenyl isocyanate [Intermediate compound A12-23].